From a dataset of the Open Reaction Database (ORD), a public repository of structured organic reaction records. describe an organic reaction: reactants, conditions, products, and yield Reactants: [BH3-]C#N, CCO, CC(C)[O-], CC(C)[O-], CC(C)[O-], CC(C)[O-], O=Cc1ccc(Cl)c(C(=O)NCC23CC4CC(CC(C4)C2)C3)c1, NCCCCCO, [Na+], O, [Ti+4]. Yields the product O=C(NCC12CC3CC(CC(C3)C1)C2)c1cc(CNCCCCCO)ccc1Cl. As a reaction SMILES: [C:31]([BH3-:32])#[N:33].[CH3:36][CH2:37][OH:38].[CH3:39][CH:40]([CH3:41])[O-:42].[CH3:44][CH:45]([CH3:46])[O-:47].[CH3:48][CH:49]([CH3:50])[O-:51].[CH3:52][CH:53]([CH3:54])[O-:55].[Cl:1][c:2]1[c:3]([C:4](=[O:5])[NH:6][CH2:7][C:8]23[CH2:9][CH:10]4[CH2:11][CH:12]([CH2:13][CH:14]([CH2:15]2)[CH2:16]4)[CH2:17]3)[cH:18][c:19]([CH:22]=[O:23])[cH:20][cH:21]1.[NH2:24][CH2:25][CH2:26][CH2:27][CH2:28][CH2:29][OH:30].[Na+:34].[OH2:35].[Ti+4:43]>>[Cl:1][c:2]1[c:3]([C:4](=[O:5])[NH:6][CH2:7][C:8]23[CH2:9][CH:10]4[CH2:11][CH:12]([CH2:13][CH:14]([CH2:15]2)[CH2:16]4)[CH2:17]3)[cH:18][c:19]([CH2:31][NH:24][CH2:25][CH2:26][CH2:27][CH2:28][CH2:29][OH:30])[cH:20][cH:21]1. Reactants: C(=O)([O-])[O-].[Na+].[Na+] (Na2CO3), CC=1C(=C(NN1)O)N1N=C(C=C1)C(F)(F)F (5′-methyl-3-trifluoromethyl-2′H-[1,4′]bipyrazolyl-3′-ol), C([O-])([O-])=O.[Cs+].[Cs+] (cesium carbonate), BrC(C(=O)C1=C(C=C(C=C1)Cl)Cl)C (2-bromo-1-(2,4-dichloro-phenyl)-propan-1-one). Solvent: CN(C)C=O (DMF), CN(C)C=O (DMF). Reaction conditions: temperature 50 celsius, time 1 hour. Product: ClC1=C(C=CC(=C1)Cl)C(C(C)OC=1NN=C(C1N1N=C(C=C1)C(F)(F)F)C)=O (1-(2,4-Dichloro-phenyl)-2-(5′-methyl-3-trifluoromethyl-2′H-[1,4′]bipyrazolyl-3′-yloxy)-propan-1-one). Reaction SMILES: [CH3:1][C:2]1[C:3]([N:8]2[CH:12]=[CH:11][C:10]([C:13]([F:16])([F:15])[F:14])=[N:9]2)=[C:4]([OH:7])[NH:5][N:6]=1.C(=O)([O-])[O-].[Cs+].[Cs+].Br[CH:24]([CH3:35])[C:25]([C:27]1[CH:32]=[CH:31][C:30]([Cl:33])=[CH:29][C:28]=1[Cl:34])=[O:26].C([O-])([O-])=O.[Na+].[Na+]>CN(C=O)C>[Cl:34][C:28]1[CH:29]=[C:30]([Cl:33])[CH:31]=[CH:32][C:27]=1[C:25](=[O:26])[CH:24]([O:7][C:4]1[NH:5][N:6]=[C:2]([CH3:1])[C:3]=1[N:8]1[CH:12]=[CH:11][C:10]([C:13]([F:16])([F:14])[F:15])=[N:9]1)[CH3:35] |f:1.2.3,5.6.7|. Reported procedure: To a stirred solution of 5′-methyl-3-trifluoromethyl-2′H-[1,4′]bipyrazolyl-3′-ol (Intermediate KA)(270 mg, 1.163 mmol) and cesium carbonate (379 mg, 1.163 mmol) in DMF (2.684 ml) at 50° C. is added 2-bromo-1-(2,4-dichloro-phenyl)-propan-1-one (Intermediate AA) (328 mg, 1.163 mmol) slowly in DMF (1.789 ml). The reaction is stirred at 50° C. for 1 hour before cooling to RT. 2M Na2CO3 (100 ml) is added and the crude product is extracted with EtOAc (2×100 ml). The organic phases are combined, washed...